From a dataset of the Open Reaction Database (ORD), a public repository of structured organic reaction records. describe an organic reaction: reactants, conditions, products, and yield The reactants are ClCCl, CC(C)(C)OC(=O)C(C)(C)ON=C(C(=O)NC1C(=O)N2C(C(=O)OC(c3ccccc3)c3ccccc3)=C(c3cnc(Nc4cccnc4)s3)CSC12)c1csc(NC(c2ccccc2)(c2ccccc2)c2ccccc2)n1, O=C(OO)c1cccc(Cl)c1. As a reaction SMILES: [CH2:90]([Cl:91])[Cl:92].[CH:12]([c:13]1[cH:14][cH:15][cH:16][cH:17][cH:18]1)([c:19]1[cH:20][cH:21][cH:22][cH:23][cH:24]1)[O:25][C:26](=[O:27])[C:28]1=[C:35]([c:36]2[cH:37][n:38][c:39]([NH:41][c:42]3[cH:43][n:44][cH:45][cH:46][cH:47]3)[s:40]2)[CH2:34][S:33][CH:32]2[N:29]1[C:30](=[O:89])[CH:31]2[NH:48][C:49]([C:50]([c:51]1[n:52][c:53]([NH:56][C:57]([c:58]2[cH:59][cH:60][cH:61][cH:62][cH:63]2)([c:64]2[cH:65][cH:66][cH:67][cH:68][cH:69]2)[c:70]2[cH:71][cH:72][cH:73][cH:74][cH:75]2)[s:54][cH:55]1)=[N:76][O:77][C:78]([CH3:79])([CH3:80])[C:81](=[O:82])[O:83][C:84]([CH3:85])([CH3:86])[CH3:87])=[O:88].[Cl:1][c:2]1[cH:3][cH:4][cH:5][c:6]([C:7]([O:8][OH:10])=[O:9])[cH:11]1>>[O:9]=[S:33]1[CH:32]2[N:29]([C:28]([C:26]([O:25][CH:12]([c:13]3[cH:14][cH:15][cH:16][cH:17][cH:18]3)[c:19]3[cH:20][cH:21][cH:22][cH:23][cH:24]3)=[O:27])=[C:35]([c:36]3[cH:37][n:38][c:39]([NH:41][c:42]4[cH:43][n:44][cH:45][cH:46][cH:47]4)[s:40]3)[CH2:34]1)[C:30](=[O:89])[CH:31]2[NH:48][C:49]([C:50]([c:51]1[n:52][c:53]([NH:56][C:57]([c:58]2[cH:59][cH:60][cH:61][cH:62][cH:63]2)([c:64]2[cH:65][cH:66][cH:67][cH:68][cH:69]2)[c:70]2[cH:71][cH:72][cH:73][cH:74][cH:75]2)[s:54][cH:55]1)=[N:76][O:77][C:78]([CH3:79])([CH3:80])[C:81](=[O:82])[O:83][C:84]([CH3:85])([CH3:86])[CH3:87])=[O:88]. The product is CC(C)(C)OC(=O)C(C)(C)ON=C(C(=O)NC1C(=O)N2C(C(=O)OC(c3ccccc3)c3ccccc3)=C(c3cnc(Nc4cccnc4)s3)CS(=O)C12)c1csc(NC(c2ccccc2)(c2ccccc2)c2ccccc2)n1. The reactants are CC(C)(C)O, CN1CCN(c2ccc(Nc3ncc4c(=O)c(C#N)cn(-c5ccccc5)c4n3)cc2)CC1, [K+], [OH-], O. Product: CN1CCN(c2ccc(Nc3ncc4c(=O)c(C(N)=O)cn(-c5ccccc5)c4n3)cc2)CC1. Reaction SMILES: [C:37]([OH:38])([CH3:39])([CH3:40])[CH3:41].[CH3:1][N:2]1[CH2:3][CH2:4][N:5]([c:8]2[cH:9][cH:10][c:11]([NH:14][c:15]3[n:16][cH:17][c:18]4[c:19]([n:20]3)[n:21](-[c:28]3[cH:29][cH:30][cH:31][cH:32][cH:33]3)[cH:22][c:23]([C:26]#[N:27])[c:24]4=[O:25])[cH:12][cH:13]2)[CH2:6][CH2:7]1.[K+:35].[OH-:34].[OH2:36]>>[CH3:1][N:2]1[CH2:3][CH2:4][N:5]([c:8]2[cH:9][cH:10][c:11]([NH:14][c:15]3[n:16][cH:17][c:18]4[c:19]([n:20]3)[n:21](-[c:28]3[cH:29][cH:30][cH:31][cH:32][cH:33]3)[cH:22][c:23]([C:26]([NH2:27])=[O:34])[c:24]4=[O:25])[cH:12][cH:13]2)[CH2:6][CH2:7]1. Reactants: NC1=C(C=C(C=C1)[N+](=O)[O-])O (2-amino-5-nitrophenol), [F-].[K+] (potassium fluoride), BrC(C(=O)OCC)F (ethyl bromofluoroacetate). Run in C(C)(=O)OCC (ethyl acetate), CN(C=O)C (N,N-dimethylformamide). Conditions: temperature 60 celsius, time 44 hour. The product is FC1OC2=C(NC1=O)C=CC(=C2)[N+](=O)[O-] (2-fluoro-7-nitro-2H-1,4-benzoxazin-3(4H)-one). Yield: 41.8%. As a reaction SMILES: [NH2:1][C:2]1[CH:7]=[CH:6][C:5]([N+:8]([O-:10])=[O:9])=[CH:4][C:3]=1[OH:11].[F-].[K+].Br[CH:15]([F:21])[C:16](OCC)=[O:17]>CN(C)C=O.C(OCC)(=O)C>[F:21][CH:15]1[C:16](=[O:17])[NH:1][C:2]2[CH:7]=[CH:6][C:5]([N+:8]([O-:10])=[O:9])=[CH:4][C:3]=2[O:11]1 |f:1.2|. Reported procedure: To a suspension of 2-amino-5-nitrophenol (1.98 g) and potassium fluoride (2.24 g) in N,N-dimethylformamide (40 mL) was added ethyl bromofluoroacetate (2.85 g), and the mixture was stirred at 60° C. for 44 hours. After cooling, the reaction mixture was diluted with ethyl acetate, and the mixture was washed successively with water and brine. The organic layer was dried over magnesium sulfate and concentrated in vacuo. The resultant residue was purified by column chromatography on silica gel (solve... Starting materials: CC(=O)NCC(=O)O, Cl, CN(C(=O)N(C)C1CNCC1c1ccc(F)cc1)c1cc(C(F)(F)F)cc(C(F)(F)F)c1. The product is CC(=O)NCC(=O)N1CC(c2ccc(F)cc2)C(N(C)C(=O)N(C)c2cc(C(F)(F)F)cc(C(F)(F)F)c2)C1. Reaction SMILES: [CH3:34][C:35](=[O:36])[NH:37][CH2:38][C:39]([OH:40])=[O:41].[ClH:1].[F:2][C:3]([c:4]1[cH:5][c:6]([N:14]([C:15](=[O:16])[N:17]([CH3:18])[CH:19]2[CH2:20][NH:21][CH2:22][CH:23]2[c:24]2[cH:25][cH:26][c:27]([F:30])[cH:28][cH:29]2)[CH3:31])[cH:7][c:8]([C:10]([F:11])([F:12])[F:13])[cH:9]1)([F:32])[F:33]>>[F:2][C:3]([c:4]1[cH:5][c:6]([N:14]([C:15](=[O:16])[N:17]([CH3:18])[CH:19]2[CH2:20][N:21]([C:39]([CH2:38][NH:37][C:35]([CH3:34])=[O:36])=[O:40])[CH2:22][CH:23]2[c:24]2[cH:25][cH:26][c:27]([F:30])[cH:28][cH:29]2)[CH3:31])[cH:7][c:8]([C:10]([F:11])([F:12])[F:13])[cH:9]1)([F:32])[F:33]. Starting materials: C(C)(=O)OC1=C(C=O)C=CC(=C1OC)[N+](=O)[O-] (2-Acetoxy-3-methoxy-4-nitrobenzaldehyde), Br (hydrobromic acid). Solvent: C(C)(=O)O (acetic acid). Reaction conditions: temperature 150 celsius. Yields the product OC1=C(C=O)C=CC(=C1O)[N+](=O)[O-] (2,3-Dihydroxy-4-nitrobenzaldehyde). Isolated yield 90.5%. As a reaction SMILES: C([O:4][C:5]1[C:12]([O:13]C)=[C:11]([N+:15]([O-:17])=[O:16])[CH:10]=[CH:9][C:6]=1[CH:7]=[O:8])(=O)C.Br>C(O)(=O)C>[OH:4][C:5]1[C:12]([OH:13])=[C:11]([N+:15]([O-:17])=[O:16])[CH:10]=[CH:9][C:6]=1[CH:7]=[O:8]. Procedure details: 43 (2.5 g, 10.5 mmol) was added to a solution of acetic acid (62.5 mL) and hydrobromic acid 48% (70 mL) and the reaction mixture was heated at 150° C. for 4 h. The reaction mixture was then cooled to rt and evaporated to dryness. The residue was diluted in hot CH2Cl2 (40 mL) and filtered. The filtrate was evaporated to dryness to give 44 (1.74 g, 91%) which was used as such in the next step: